This data is from the Open Reaction Database (ORD), a public repository of structured organic reaction records. The task is: describe an organic reaction: reactants, conditions, products, and yield Product: C(C)OC(CNC(=O)NC1=NC=CC(=C1)CN1C(OC(C2=C1C=CC=C2)=O)=O)=O ({3-[4-(2,4-Dioxo-4H-benzo[d][1,3]oxazin-1-ylmethyl)-pyridin-2-yl]-ureido}-acetic acid ethyl ester). RXN SMILES: [NH2:1][C:2]1[CH:7]=[C:6]([CH2:8][N:9]2[C:14]3[CH:15]=[CH:16][CH:17]=[CH:18][C:13]=3[C:12](=[O:19])[O:11][C:10]2=[O:20])[CH:5]=[CH:4][N:3]=1.[CH2:21]([O:23][C:24](=[O:29])[CH2:25][N:26]=[C:27]=[O:28])[CH3:22]>N1C=CC=CC=1>[CH2:21]([O:23][C:24](=[O:29])[CH2:25][NH:26][C:27]([NH:1][C:2]1[CH:7]=[C:6]([CH2:8][N:9]2[C:14]3[CH:15]=[CH:16][CH:17]=[CH:18][C:13]=3[C:12](=[O:19])[O:11][C:10]2=[O:20])[CH:5]=[CH:4][N:3]=1)=[O:28])[CH3:22]. Solvent: N1=CC=CC=C1 (pyridine). Reactants: NC1=NC=CC(=C1)CN1C(OC(C2=C1C=CC=C2)=O)=O (1-(2-amino-pyridin-4-ylmethyl)-1H-benzo[d][1,3]oxazine-2,4-dione), C(C)OC(CN=C=O)=O (isocyanato-acetic acid ethyl ester). Procedure details: To a stirred solution of 1-(2-amino-pyridin-4-ylmethyl)-1H-benzo[d][1,3]oxazine-2,4-dione (600 mg, see preparation 7b) in pyridine (7 ml) was added isocyanato-acetic acid ethyl ester (0.4 ml). The reaction mixture was stirred at room temperature for 3 hours, and the solvent was evaporated under reduced pressure. The residue was dissolved in EtOAc and washed with water and brine. The organic layer was dried (MgSO4) and evaporated under reduced pressure. The resulting oil was treated with EtOAc (3... Run at time 3 hour. The reactants are N1(C=NC=C1)C=1C=C(C(=O)C2=C(C=C(C=C2C)C)C)C=CC1 (3-(1-imidazolyl)-2',4',6'-trimethylbenzophenone), [BH4-].[Na+] (sodium borohydride). Run in C(C)O (ethanol), O (water). Reaction conditions: temperature 56 celsius, time 20 hour. Yields the product CC1=C(C(=CC(=C1)C)C)C(O)C1=CC(=CC=C1)N1C=NC=C1 (α-(2,4,6-trimethylphenyl)-3-(1-imidazolyl)benzenemethanol). Yield: 84.4%. Reaction SMILES: [N:1]1([C:6]2[CH:7]=[C:8]([CH:20]=[CH:21][CH:22]=2)[C:9]([C:11]2[C:16]([CH3:17])=[CH:15][C:14]([CH3:18])=[CH:13][C:12]=2[CH3:19])=[O:10])[CH:5]=[CH:4][N:3]=[CH:2]1.[BH4-].[Na+]>C(O)C.O>[CH3:19][C:12]1[CH:13]=[C:14]([CH3:18])[CH:15]=[C:16]([CH3:17])[C:11]=1[CH:9]([C:8]1[CH:20]=[CH:21][CH:22]=[C:6]([N:1]2[CH:5]=[CH:4][N:3]=[CH:2]2)[CH:7]=1)[OH:10] |f:1.2|. Procedure details: To a suspension of 16 g of 3-(1-imidazolyl)-2',4',6'-trimethylbenzophenone in 90 ml of ethanol is added a solution of 3.4 g of sodium borohydride in 30 ml of water. After stirring at 56° C. for 20 hours, the reaction mixture is poured into ice-cold water. The precipitate is filtered off and recrystallized from a mixture of dioxane and water to give 13.6 g of α-(2,4,6-trimethylphenyl)-3-(1-imidazolyl)benzenemethanol as white crystals, melting at 191°-193° C. Product: FC1=CC=C(C[C@@H](C(=O)N2CCC(CC2)OCCOC)NC(=O)C2=CC=3C(=CN=C(C3)Cl)N2)C=C1 (5-Chloro-1H-pyrrolo[2,3-c]pyridine-2-carboxylic acid {1-(S)-(4-fluorobenzyl)-2-[4-(2-methoxyethoxy)piperidin-1-yl]-2-oxoethyl}amide). Reactants: ClC=1C=C2C(=CN1)NC(=C2)C(=O)N[C@H](C(=O)O)CC2=CC=C(C=C2)F (2-(S)-[(5-Chloro-1H-pyrrolo[2,3-c]pyridine-2-carbonyl)amino]-3-(4-fluorophenyl)propionic acid), Cl.COCCOC1CCNCC1 (4-(2-methoxyethoxy)piperidine hydrochloride). RXN SMILES: [Cl:1][C:2]1[CH:3]=[C:4]2[CH:10]=[C:9]([C:11]([NH:13][C@@H:14]([CH2:18][C:19]3[CH:24]=[CH:23][C:22]([F:25])=[CH:21][CH:20]=3)[C:15](O)=[O:16])=[O:12])[NH:8][C:5]2=[CH:6][N:7]=1.Cl.[CH3:27][O:28][CH2:29][CH2:30][O:31][CH:32]1[CH2:37][CH2:36][NH:35][CH2:34][CH2:33]1>>[F:25][C:22]1[CH:21]=[CH:20][C:19]([CH2:18][C@H:14]([NH:13][C:11]([C:9]2[NH:8][C:5]3=[CH:6][N:7]=[C:2]([Cl:1])[CH:3]=[C:4]3[CH:10]=2)=[O:12])[C:15]([N:35]2[CH2:36][CH2:37][CH:32]([O:31][CH2:30][CH2:29][O:28][CH3:27])[CH2:33][CH2:34]2)=[O:16])=[CH:24][CH:23]=1 |f:1.2|. Procedure: The title compound was prepared according to EXAMPLE 229 from 2-(S)-[(5-chloro-1H-pyrrolo[2,3-c]pyridine-2-carbonyl)amino]-3-(4-fluorophenyl)propionic acid (EXAMPLE 228) and 4-(2-methoxyethoxy)piperidine hydrochloride (Preparation 82). Purification by chromatography using dichloromethane/methanol (95:5) as the eluent gave the title compound as an off-white powder. m/z (ES+) 503.26 [M+H]+; RT=3.3 min. Reactants: ClP(Cl)(c1ccccc1)(c1ccccc1)c1ccccc1, O, COC(=O)c1cc2c3c(cc([N+](=O)[O-])c2[nH]1)N(C(=O)c1cc2cc(OC)c(OC)c(OC)c2[nH]1)CC3CO, c1ccncc1. The product is COC(=O)c1cc2c3c(cc([N+](=O)[O-])c2[nH]1)N(C(=O)c1cc2cc(OC)c(OC)c(OC)c2[nH]1)CC3CCl. Reaction SMILES: [Cl:1][P:2]([Cl:3])([c:4]1[cH:5][cH:6][cH:7][cH:8][cH:9]1)([c:10]1[cH:11][cH:12][cH:13][cH:14][cH:15]1)[c:16]1[cH:17][cH:18][cH:19][cH:20][cH:21]1.[OH2:60].[OH:22][CH2:23][CH:24]1[CH2:25][N:26]([C:43](=[O:44])[c:45]2[nH:46][c:47]3[c:48]([O:58][CH3:59])[c:49]([O:56][CH3:57])[c:50]([O:54][CH3:55])[cH:51][c:52]3[cH:53]2)[c:27]2[c:28]1[c:29]1[cH:30][c:31]([C:39](=[O:40])[O:41][CH3:42])[nH:32][c:33]1[c:34]([N+:36](=[O:37])[O-:38])[cH:35]2.[cH:61]1[cH:62][cH:63][n:64][cH:65][cH:66]1>>[Cl:1][CH2:23][CH:24]1[CH2:25][N:26]([C:43](=[O:44])[c:45]2[nH:46][c:47]3[c:48]([O:58][CH3:59])[c:49]([O:56][CH3:57])[c:50]([O:54][CH3:55])[cH:51][c:52]3[cH:53]2)[c:27]2[c:28]1[c:29]1[cH:30][c:31]([C:39](=[O:40])[O:41][CH3:42])[nH:32][c:33]1[c:34]([N+:36](=[O:37])[O-:38])[cH:35]2. Starting materials: Brc1ccc(Br)c2ccccc12, [Li]CCCC, CN(C)C=O, C1CCOC1, O. Yields the product O=Cc1ccc(Br)c2ccccc12. RXN SMILES: [Br:1][c:2]1[cH:3][cH:4][c:5]([Br:12])[c:6]2[cH:7][cH:8][cH:9][cH:10][c:11]12.[CH2:13]([Li:14])[CH2:15][CH2:16][CH3:17].[CH3:18][N:19]([CH:20]=[O:21])[CH3:22].[O:24]1[CH2:25][CH2:26][CH2:27][CH2:28]1.[OH2:23]>>[c:2]1([CH:20]=[O:21])[cH:3][cH:4][c:5]([Br:12])[c:6]2[cH:7][cH:8][cH:9][cH:10][c:11]12. Starting materials: BrCC1=CC=C(C(=O)OCCCCCCCC)C=C1 (octyl p-bromomethylbenzoate), O[C@@H]1C(=O)O[C@@H](CC1)CCCCCC ((2S,5R)-2-hydroxy-5-hexyl-δ-valerolactone), C(C)OCC (diethyl ether). Reagents/catalysts: [Ag]=O (silver oxide). The solvent is CN(C=O)C (dimethylformamide). Run at time 8 hour. Yields the product C(CCCCCCC)OC(=O)C1=CC=C(CO[C@@H]2C(=O)O[C@H](CC2)CCCCCC)C=C1 ((2S,5S)-2-(4'-octyloxycarbonylbenzyloxy)-5-hexyl-δ-valerolactone). Yield: 2.2%. As a reaction SMILES: Br[CH2:2][C:3]1[CH:19]=[CH:18][C:6]([C:7]([O:9][CH2:10][CH2:11][CH2:12][CH2:13][CH2:14][CH2:15][CH2:16][CH3:17])=[O:8])=[CH:5][CH:4]=1.[OH:20][C@H:21]1[CH2:27][CH2:26][C@@H:25]([CH2:28][CH2:29][CH2:30][CH2:31][CH2:32][CH3:33])[O:24][C:22]1=[O:23].C(OCC)C>CN(C)C=O.[Ag]=O>[CH2:10]([O:9][C:7]([C:6]1[CH:18]=[CH:19][C:3]([CH2:2][O:20][C@H:21]2[CH2:27][CH2:26][C@H:25]([CH2:28][CH2:29][CH2:30][CH2:31][CH2:32][CH3:33])[O:24][C:22]2=[O:23])=[CH:4][CH:5]=1)=[O:8])[CH2:11][CH2:12][CH2:13][CH2:14][CH2:15][CH2:16][CH3:17]. Procedure details: In 1.5 ml of dry dimethylformamide were dissolved 180 mg of octyl p-bromomethylbenzoate and 100 mg of (2S,5R)-2-hydroxy-5-hexyl-δ-valerolactone, and 300 mg of silver oxide was added to the solution and the mixture was stirred overnight at room temperature to effect reaction. After the reaction, diethyl ether was added to the reacted solution to extract the reaction product. The extract was washed with a saturated aqueous solution of sodium chloride and dried on anhydrous magnesium sulfate. Dieth...